From a dataset of the Open Reaction Database (ORD), a public repository of structured organic reaction records. describe an organic reaction: reactants, conditions, products, and yield Solvent: C1(=CC=CC=C1)C (toluene). As a reaction SMILES: [C:1]1([C:7]23[CH2:12][CH:11]2[CH2:10][NH:9][CH2:8]3)[CH:6]=[CH:5][CH:4]=[CH:3][CH:2]=1.[Cl:13]CCCC(C1C=CC(F)=CC=1)=O>C1(C)C=CC=CC=1.[I-].[K+]>[ClH:13].[C:1]1([C:7]23[CH2:12][CH:11]2[CH2:10][NH:9][CH2:8]3)[CH:2]=[CH:3][CH:4]=[CH:5][CH:6]=1 |f:3.4,5.6|. Isolated yield 59.4%. The product is Cl.C1(=CC=CC=C1)C12CNCC2C1 (1-phenyl-3-azabicyclo[3.1.0]hexane hydrochloride). Procedure: A mixture of 15.9 g of 1-phenyl-3-azabicyclo[3.1.0]hexane (Example 9), 20.1 g of γ-chloro-p-fluorobutyrophenone and 10 mg of potassium iodide in 100 ml of toluene is refluxed for 24 hours. Filtration gives 11.6 g of 1-phenyl-3-azabicyclo[3.1.0]hexane hydrochloride, m.p. 166°-167° C. Evaporation of the filtrate gives a brown oil which is combined with 2N hydrochloric acid and chloroform. The crystals which form in the chloroform layer are collected by filtration and recrystallized from ethanol to... The reactants are C1(=CC=CC=C1)C12CNCC2C1 (1-phenyl-3-azabicyclo[3.1.0]hexane), ClCCCC(=O)C1=CC=C(C=C1)F (γ-chloro-p-fluorobutyrophenone). The reagents and catalysts are [I-].[K+] (potassium iodide). The reactants are O1CCCC1.C(C)(C)[N-]C(C)C.[Li+] (lithium diisopropylamide mono(tetrahydrofuran)), CC(C)(C)NS(=O)(=O)CC1=C(C=CC=C1)[N+]#[C-] (N-(1,1-dimethylethyl)-2-isocyanobenzenemethanesulfonamide), [Cl-].[NH4+] (ammonium chloride). Run in C1CCCCC1 (cyclohexane), C1CCOC1 (THF). Run at temperature -70 celsius, time 15 minute. Yields the product CC(C)(C)NS(=O)(=O)C1=CNC2=CC=CC=C12 (N-(1,1-Dimethylethyl)-1H-indole-3-sulfonamide). The yield is 90.0%. RXN SMILES: [CH3:1][C:2]([NH:5][S:6]([CH2:9][C:10]1[CH:15]=[CH:14][CH:13]=[CH:12][C:11]=1[N+:16]#[C-:17])(=[O:8])=[O:7])([CH3:4])[CH3:3].O1CCCC1.C([N-]C(C)C)(C)C.[Li+].[Cl-].[NH4+]>C1COCC1.C1CCCCC1>[CH3:4][C:2]([NH:5][S:6]([C:9]1[C:10]2[C:11](=[CH:12][CH:13]=[CH:14][CH:15]=2)[NH:16][CH:17]=1)(=[O:8])=[O:7])([CH3:1])[CH3:3] |f:1.2.3,4.5|. Procedure: A solution of 25.2 g (0.10 mol) of N-(1,1-dimethylethyl)-2-isocyanobenzenemethanesulfonamide in 600 mL anhydrous THF was cooled to -70° C. under nitrogen atmosphere and treated with 147 mL (0.22 mol) 1.5M lithium diisopropylamide mono(tetrahydrofuran) in cyclohexane at such a rate as to keep the temperature under -60° C. The mixture was stirred at -70° C. for 15 minutes then warmed to 0° C. Saturated ammonium chloride solution (75 mL) was then added and the product was extracted with two 200 mL ... Starting materials: N1N=CC=C1 (pyrazole), ClC=1N=C(C2=C(N1)SC1=C2CCCC1)NCC1=CC2=C(C=C1)OCCO2 (2-chloro-5,6,7,8-tetrahydro-4-(3,4-ethylendioxybenzylamino)-[1]-benzothieno-[2,3-d]-pyrimidine). The product is N1(N=CC=C1)C=1N=C(C2=C(N1)SC1=C2CCCC1)NCC1=CC2=C(C=C1)OCCO2 (2-(pyrazol-1-yl)-5,6,7,8-tetrahydro-4-(3,4-ethylendioxybenzylamino)-[1]-benzothieno-[2,3-d]-pyrimidine). Reaction SMILES: [NH:1]1[CH:5]=[CH:4][CH:3]=[N:2]1.Cl[C:7]1[N:8]=[C:9]([NH:20][CH2:21][C:22]2[CH:27]=[CH:26][C:25]3[O:28][CH2:29][CH2:30][O:31][C:24]=3[CH:23]=2)[C:10]2[C:15]3[CH2:16][CH2:17][CH2:18][CH2:19][C:14]=3[S:13][C:11]=2[N:12]=1>>[N:1]1([C:7]2[N:8]=[C:9]([NH:20][CH2:21][C:22]3[CH:27]=[CH:26][C:25]4[O:28][CH2:29][CH2:30][O:31][C:24]=4[CH:23]=3)[C:10]3[C:15]4[CH2:16][CH2:17][CH2:18][CH2:19][C:14]=4[S:13][C:11]=3[N:12]=2)[CH:5]=[CH:4][CH:3]=[N:2]1. Procedure details: Following the procedure of Example 97, the reaction of pyrazole with 2-chloro-5,6,7,8-tetrahydro-4-(3,4-ethylendioxybenzylamino)-[1]-benzothieno-[2,3-d]-pyrimidine gives 2-(pyrazol-1-yl)-5,6,7,8-tetrahydro-4-(3,4-ethylendioxybenzylamino)-[1]-benzothieno-[2,3-d]-pyrimidine. Starting materials: C(C1=CC=CC=C1)OC(CC[C@@H](C(=O)O)NC(=O)OC(C)(C)C)=O ((S)-5-(benzyloxy)-2-(tert-butoxycarbonylamino)-5-oxopentanoic acid), C(C)(=O)NN (acetohydrazide), N,N-carbonyl diimidazole. The solvent is O1CCCC1 (tetrahydrofuran). Run at time 8 hour. Yields the product C(C1=CC=CC=C1)OC(CC[C@@H](C=1OC(=NN1)C)NC(=O)OC(C)(C)C)=O ((4S)-4-{[(tert-butoxy)carbonyl]amino}-4-(5-methyl-1,3,4-oxadiazole-2-yl)butanoic acid benzyl ester). As a reaction SMILES: [CH2:1]([O:8][C:9](=[O:24])[CH2:10][CH2:11][C@H:12]([NH:16][C:17]([O:19][C:20]([CH3:23])([CH3:22])[CH3:21])=[O:18])[C:13]([OH:15])=O)[C:2]1[CH:7]=[CH:6][CH:5]=[CH:4][CH:3]=1.[C:25]([NH:28][NH2:29])(=O)[CH3:26]>O1CCCC1>[CH2:1]([O:8][C:9](=[O:24])[CH2:10][CH2:11][C@H:12]([NH:16][C:17]([O:19][C:20]([CH3:23])([CH3:22])[CH3:21])=[O:18])[C:13]1[O:15][C:25]([CH3:26])=[N:28][N:29]=1)[C:2]1[CH:3]=[CH:4][CH:5]=[CH:6][CH:7]=1. Reported procedure: 674 mg (2 mmol) of (S)-5-(benzyloxy)-2-(tert-butoxycarbonylamino)-5-oxopentanoic acid (Boc-Glu (OBzl)-OH) and 148 mg (2 mmol) of acetohydrazide were added with 5 ml of tetrahydrofuran, added with 356 mg of N,N-carbonyl diimidazole and stirred at room temperature overnight. The solvent was distilled away, and the resultant was purified using purified purification step A to obtain a crude purified substance of (4S)-4-(N′-acetylhydrazinecarbonyl)-4-{[(tert-butoxy)carbonyl]amino}butanoic acid benzyl... Starting materials: Cl (hydrochloric acid), C(C1=CC=CC=C1)OC1=CC=C(C=C1)CCC(=O)C (methyl 2-(4-benzyloxyphenyl)ethyl ketone), N (ammonia). The reagents and catalysts are [Ni] (Raney nickel). The solvent is hydrochloride salt, C(C)O (ethanol). Conditions: time 2 hour. The product is [Cl-].CC(CCC1=CC=C(C=C1)OCC1=CC=CC=C1)[NH3+] (1-methyl-3-(4-benzyloxyphenyl)propylaminium chloride). RXN SMILES: [CH2:1]([O:8][C:9]1[CH:14]=[CH:13][C:12]([CH2:15][CH2:16][C:17]([CH3:19])=O)=[CH:11][CH:10]=1)[C:2]1[CH:7]=[CH:6][CH:5]=[CH:4][CH:3]=1.[NH3:20].[ClH:21]>C(O)C.[Ni]>[Cl-:21].[CH3:19][CH:17]([NH3+:20])[CH2:16][CH2:15][C:12]1[CH:13]=[CH:14][C:9]([O:8][CH2:1][C:2]2[CH:7]=[CH:6][CH:5]=[CH:4][CH:3]=2)=[CH:10][CH:11]=1 |f:5.6|. Reported procedure: A solution of 40.0 g of methyl 2-(4-benzyloxyphenyl)ethyl ketone and 160 ml of anhydrous ammonia in 300 ml of ethanol was heated at 75° C. and stirred for two hours. After cooling the reaction mixture to room temperature, 4.0 g of Raney nickel was added in one portion, and the reaction mixture then was stirred at 25° C. for twelve hours under a hydrogen atomsphere at 300 psi. The reaction mixture next was filtered and the filtrate was concentrated by evaporation of the solvent under reduced pres... Starting materials: [BH4-], CN1CCN=C(c2cn(C)c3ccccc23)C1=O, CO, [Na+]. The product is CN1CCN(C=O)C(c2cn(C)c3ccccc23)C1=O. As a reaction SMILES: [BH4-:19].[CH3:1][N:2]1[C:3](=[O:18])[C:4]([c:8]2[cH:9][n:10]([CH3:17])[c:11]3[cH:12][cH:13][cH:14][cH:15][c:16]23)=[N:5][CH2:6][CH2:7]1.[CH3:21][OH:22].[Na+:20]>>[CH3:1][N:2]1[C:3](=[O:18])[CH:4]([c:8]2[cH:9][n:10]([CH3:17])[c:11]3[cH:12][cH:13][cH:14][cH:15][c:16]23)[N:5]([CH:21]=[O:22])[CH2:6][CH2:7]1. Starting materials: CN(C=O)C (dimethyl formamide), ice, C(CC)N(C1CC2=C(C=3C=CNC3C=C2)CC1)CCC (di-n-propyl-(6,7,8,9-tetrahydro-3H-benzo[e]indol-7yl)amine), 9a, ClS(=O)(=O)N=C=O (chlorosufonyl isocyanate), O (Water). Run in C(C)#N (acetonitrile), C(C)#N (acetonitrile). Reaction conditions: time 1 hour. Product: C(CC)N(C1CC2=C(C=3C(=CNC3C=C2)C#N)CC1)CCC (7-Di-n-propylamino-6,7,8,9-tetrahydro-3H-benzo[e]indole-1-carbonitrile). The yield is 23.0%. As a reaction SMILES: [CH2:1]([N:4]([CH2:18][CH2:19][CH3:20])[CH:5]1[CH2:17][CH2:16][C:8]2[C:9]3[CH:10]=[CH:11][NH:12][C:13]=3[CH:14]=[CH:15][C:7]=2[CH2:6]1)[CH2:2][CH3:3].ClS([N:25]=[C:26]=O)(=O)=O.CN(C)C=O.O>C(#N)C>[CH2:18]([N:4]([CH2:1][CH2:2][CH3:3])[CH:5]1[CH2:17][CH2:16][C:8]2[C:9]3[C:10]([C:26]#[N:25])=[CH:11][NH:12][C:13]=3[CH:14]=[CH:15][C:7]=2[CH2:6]1)[CH2:19][CH3:20]. Procedure: To an ice-cold solution of di-n-propyl-(6,7,8,9-tetrahydro-3H-benzo[e]indol-7yl)amine, 9a (Chart 2) (180 mg, 0.67 mmol) in acetonitrile (5 mL) was added dropwise with a solution of chlorosufonyl isocyanate (60 mL, 0.68 mmol) in acetonitrile (1 mL) over 10 minutes. After stirring for 1 hour, dimethyl formamide (100 mL) was added and the reaction was stirred for an additional 2 hours. Water was added and extraction (dichloromethane) followed by evaporation of the combined organic extracts afforded... The reactants are BrC=1C=C2C=3CC(CCC3NC2=CC1)NC(C(C)C)=O (N-(6-bromo -2,3,4,9-tetrahydro-1H-carbazol-3-yl)isobutyramide), [H-].[Na+] (sodium hydride), FC=1C=C(CBr)C=CC1 (3-fluorobenzylbromide). Run in O (water), CN(C)C=O (DMF). Reaction conditions: time 15 minute. The product is FC=1C=C(CN2C3=CC=C(C=C3C=3CC(CCC23)NC(C(C)C)=O)Br)C=CC1 (N-[9-(3-Fluorobenzyl)-6-bromo-2,3,4,9-tetrahydro-1H-carbazol-3-yl]isobutyramide). The yield is 69.2%. Reaction SMILES: [Br:1][C:2]1[CH:3]=[C:4]2[C:12](=[CH:13][CH:14]=1)[NH:11][C:10]1[CH2:9][CH2:8][CH:7]([NH:15][C:16](=[O:20])[CH:17]([CH3:19])[CH3:18])[CH2:6][C:5]2=1.[H-].[Na+].[F:23][C:24]1[CH:25]=[C:26]([CH:29]=[CH:30][CH:31]=1)[CH2:27]Br>CN(C=O)C.O>[F:23][C:24]1[CH:25]=[C:26]([CH:29]=[CH:30][CH:31]=1)[CH2:27][N:11]1[C:10]2[CH2:9][CH2:8][CH:7]([NH:15][C:16](=[O:20])[CH:17]([CH3:18])[CH3:19])[CH2:6][C:5]=2[C:4]2[C:12]1=[CH:13][CH:14]=[C:2]([Br:1])[CH:3]=2 |f:1.2|. Reported procedure: Add N-(6-bromo -2,3,4,9-tetrahydro-1H-carbazol-3-yl)isobutyramide (0.25 g, 0.75 mmol) to a suspension of sodium hydride (0.036 g, 0.90 mmol of a 60% dispersion in mineral oil) in DMF (3 mL) and stir for 15 min. Add 3-fluorobenzylbromide (0.10 mL, 0.90 mmol) and stir for 18-72 h. Dilute with water and collect the precipitate by filtration. Purify by silica gel chromatography eluting with 20-100% EtOAc/hexanes gradient to give 0.23 g of a white solid (71%). MS (ES): m/z 443 (M+1), 445 (M+H+2); HPL...